The task is: describe an organic reaction: reactants, conditions, products, and yield. This data is from the Open Reaction Database (ORD), a public repository of structured organic reaction records. The reactants are C(C)(=O)O[C@@H]1[C@]2(C)[C@@H](CC1)[C@@H]1[C@H]3[C@@H](C4=CC(CC[C@]4(C)[C@H]1[C@H](C2)F)=O)O3 (17β-acetoxy-6α,7α-epoxy-11β-fluoro-4-androsten-3-one), Cl (hydrogen chloride), ice water. The solvent is C(C)(=O)O (acetic acid). Run at time 24 hour. Yields the product C(C)(=O)O[C@@H]1[C@]2(C)[C@@H](CC1)[C@@H]1C=C(C3=CC(CC[C@]3(C)[C@H]1[C@H](C2)F)=O)Cl (17β-acetoxy-6-chloro-11β-fluoro-4,6-androstadien-3-one). As a reaction SMILES: [C:1]([O:4][C@H:5]1[CH2:10][CH2:9][C@H:8]2[C@H:11]3[C@H:21]([C@@H:22]([F:24])[CH2:23][C@:6]12[CH3:7])[C@:19]1([CH3:20])[C:14](=[CH:15][C:16](=[O:25])[CH2:17][CH2:18]1)[C@H:13]1O[C@@H:12]31)(=[O:3])[CH3:2].[ClH:27]>C(O)(=O)C>[C:1]([O:4][C@H:5]1[CH2:10][CH2:9][C@H:8]2[C@H:11]3[C@H:21]([C@@H:22]([F:24])[CH2:23][C@:6]12[CH3:7])[C@:19]1([CH3:20])[C:14](=[CH:15][C:16](=[O:25])[CH2:17][CH2:18]1)[C:13]([Cl:27])=[CH:12]3)(=[O:3])[CH3:2]. Reported procedure: 500 mg. of 17β-acetoxy-6α,7α-epoxy-11β-fluoro-4-androsten-3-one is introduced at room temperature into 25 ml. of glacial acetic acid saturated with gaseous hydrogen chloride. After 24 hours, the solution is poured into ice/water. The thus-precipitated product is vacuum-filtered, taken up in methylene chloride, washed with water, and dried. After recrystallization of the crude product from acetone/hexane, 210 mg. of 17β-acetoxy-6-chloro-11β-fluoro-4,6-androstadien-3-one is obtained. UV: ε283 = 20...